The task is: describe an organic reaction: reactants, conditions, products, and yield. This data is from the Open Reaction Database (ORD), a public repository of structured organic reaction records. Starting materials: O=C([O-])O, CN1CCCC1=O, CN(C(=O)C(F)(F)F)c1c(I)ncnc1I, N#Cc1cccc(Oc2ccc(N)cc2Cl)c1, [Na+]. Product: CN(C(=O)C(F)(F)F)c1c(I)ncnc1Nc1ccc(Oc2cccc(C#N)c2)c(Cl)c1. Reaction SMILES: [C:34](=[O:35])([O-:36])[OH:37].[CH3:39][N:40]1[CH2:41][CH2:42][CH2:43][C:44]1=[O:45].[I:1][c:2]1[n:3][cH:4][n:5][c:6]([I:16])[c:7]1[N:8]([C:9]([C:10]([F:11])([F:12])[F:13])=[O:14])[CH3:15].[NH2:17][c:18]1[cH:19][c:20]([Cl:33])[c:21]([O:22][c:23]2[cH:24][c:25]([C:26]#[N:27])[cH:28][cH:29][cH:30]2)[cH:31][cH:32]1.[Na+:38]>>[c:2]1([NH:17][c:18]2[cH:19][c:20]([Cl:33])[c:21]([O:22][c:23]3[cH:24][c:25]([C:26]#[N:27])[cH:28][cH:29][cH:30]3)[cH:31][cH:32]2)[n:3][cH:4][n:5][c:6]([I:16])[c:7]1[N:8]([C:9]([C:10]([F:11])([F:12])[F:13])=[O:14])[CH3:15]. Reactants: N1=C(C(=NC=C1)C(=O)[O-])C(=O)OC (Methyl pyrazine-2,3-dicarboxylate), C(O)CN (Ethanolamine). The solvent is CCO (EtOH). The product is OCCNC(=O)C1=NC=CN=C1C(=O)NCCO (N,N'-bis(2-hydroxyethyl)pyrazine-2,3-dicarboxamide). Yield: 131.1%. As a reaction SMILES: [N:1]1[CH:6]=[CH:5][N:4]=[C:3]([C:7]([O-:9])=O)[C:2]=1[C:10]([O:12]C)=O.[CH2:14]([CH2:16][NH2:17])[OH:15]>CCO>[OH:15][CH2:14][CH2:16][NH:17][C:7]([C:3]1[C:2]([C:10]([NH:1][CH2:2][CH2:10][OH:12])=[O:12])=[N:1][CH:6]=[CH:5][N:4]=1)=[O:9]. Procedure: Methyl pyrazine-2,3-dicarboxylate (2 g, 10.2 mmol) was dissolved in EtOH (3 mL). Ethanolamine (1.25 g, 20.4 mmol) was added and the mixture was heated under reflux for 6 h. After cooling the solvent was evaporated and the residue was purified by silica gel chromatography (EtOAc/MeOH, 3:1) to afford the title compound (1.7 g, 65.4%).